From a dataset of the Open Reaction Database (ORD), a public repository of structured organic reaction records. describe an organic reaction: reactants, conditions, products, and yield The reactants are C(=O)([O-])[O-].[Na+].[Na+] (Na2CO3), ClC=1C=C2C(=CN1)OC1(CC3(CCN(CC3)C(=O)OC(C)(C)C)C1)C2 (5-chloro-1″-tert-butoxycarbonyl-dispiro[2,3-dihydrofuro[2,3-c]pyridine-2,1′-cyclobutane-3′,4″-piperidine]), CS(=O)(=O)C1=CC=C(C=C1)B(O)O (4-(methanesulfonyl)phenylboronic acid), O1CCOCC1 (1,4-dioxane). Solvent: CO (methanol). Run at time 2 hour. Product: CS(=O)(=O)C1=CC=C(C=C1)C=1C=C2C(=CN1)OC1(CC3(CCN(CC3)C(=O)OC(C)(C)C)C1)C2 (5-(4-Methylsulfonyl-phenyl)-1″-tert-butoxycarbonyl-dispiro[2,3-dihydrofuro[2,3-c]pyridine-2,1′-cyclobutane-3′,4″-piperidine]). As a reaction SMILES: C([O-])([O-])=O.[Na+].[Na+].Cl[C:8]1[CH:9]=[C:10]2[CH2:31][C:15]3([CH2:30][C:17]4([CH2:22][CH2:21][N:20]([C:23]([O:25][C:26]([CH3:29])([CH3:28])[CH3:27])=[O:24])[CH2:19][CH2:18]4)[CH2:16]3)[O:14][C:11]2=[CH:12][N:13]=1.[CH3:32][S:33]([C:36]1[CH:41]=[CH:40][C:39](B(O)O)=[CH:38][CH:37]=1)(=[O:35])=[O:34].O1CCOCC1>CO>[CH3:32][S:33]([C:36]1[CH:41]=[CH:40][C:39]([C:8]2[CH:9]=[C:10]3[CH2:31][C:15]4([CH2:30][C:17]5([CH2:18][CH2:19][N:20]([C:23]([O:25][C:26]([CH3:27])([CH3:29])[CH3:28])=[O:24])[CH2:21][CH2:22]5)[CH2:16]4)[O:14][C:11]3=[CH:12][N:13]=2)=[CH:38][CH:37]=1)(=[O:35])=[O:34] |f:0.1.2|. Reported procedure: 2 M aqueous Na2CO3 solution (0.30 mL) is added to a mixture of 5-chloro-1″-tert-butoxycarbonyl-dispiro[2,3-dihydrofuro[2,3-c]pyridine-2,1′-cyclobutane-3′,4″-piperidine] (0.10 g), 4-(methanesulfonyl)phenylboronic acid (0.08 g), 1,4-dioxane (1.5 mL), and methanol (0.5 mL) at room temperature. The mixture is sparged with Ar for 10 min prior to addition of PdCl2[1,1′-bis(diphenylphosphino)-ferrocene]*CH2Cl2 complex (20 mg). The resulting mixture is heated to reflux temperature and stirred at this te... The reactants are Cl.O[C@@H](CN1CCNCC1)C=1C(=C2COC(C2=CC1)=O)C ((R)-5-(1-hydroxy-2-(piperazin-1-yl)ethyl)-4-methylisobenzofuran-1 (3H)-one hydrochloride), Cl.O[C@@H](CN1CCNCC1)C=1C(=C2COC(C2=CC1)=O)C ((R)-5-(1-hydroxy-2-(piperazin-1-yl)ethyl)-4-methylisobenzofuran-1 (3H)-one hydrochloride), ClC1=CC=C(C=N1)C#N (6-chloropyridine-3-carbonitrile). The product is O[C@@H](CN1CCN(CC1)C1=NC=C(C#N)C=C1)C=1C(=C2COC(C2=CC1)=O)C ((R)-6-(4-(2-Hydroxy-2-(4-methyl-1-oxo-1,3-dihydroisobenzofuran-5-yl)ethyl)piperazin-1-yl)nicotinonitrile). RXN SMILES: Cl.[OH:2][C@H:3]([C:11]1[C:12]([CH3:21])=[C:13]2[C:17](=[CH:18][CH:19]=1)[C:16](=[O:20])[O:15][CH2:14]2)[CH2:4][N:5]1[CH2:10][CH2:9][NH:8][CH2:7][CH2:6]1.Cl[C:23]1[N:28]=[CH:27][C:26]([C:29]#[N:30])=[CH:25][CH:24]=1>>[OH:2][C@H:3]([C:11]1[C:12]([CH3:21])=[C:13]2[C:17](=[CH:18][CH:19]=1)[C:16](=[O:20])[O:15][CH2:14]2)[CH2:4][N:5]1[CH2:10][CH2:9][N:8]([C:23]2[CH:24]=[CH:25][C:26]([C:29]#[N:30])=[CH:27][N:28]=2)[CH2:7][CH2:6]1 |f:0.1|. Reported procedure: (R)-6-(4-(2-Hydroxy-2-(4-methyl-1-oxo-1,3-dihydroisobenzofuran-5-yl)ethyl)piperazin-1-yl)nicotinonitrile was prepared in a similar fashion to that described for the synthesis of EXAMPLE 10 starting from (R)-5-(1-hydroxy-2-(piperazin-1-yl)ethyl)-4-methylisobenzofuran-1 (3H)-one hydrochloride (INTERMEDIATE 12) and 6-chloropyridine-3-carbonitrile. The reactants are [Na] (sodium), C(C1=CC=CC=C1)O (benzyl alcohol), BrC=1C=NC=C(C1)Br (3,5-dibromopyridine), C(C1=CC=CC=C1)O (benzyl alcohol). Reagents/catalysts: [Cu] (copper). The solvent is O (water). Reaction conditions: temperature 70 celsius. Product: BrC=1C=NC=C(C1)OCC1=CC=CC=C1 (3-bromo-5-benzyloxypyridine). The yield is 56.9%. As a reaction SMILES: [Na].[CH2:2]([OH:9])[C:3]1[CH:8]=[CH:7][CH:6]=[CH:5][CH:4]=1.[Br:10][C:11]1[CH:12]=[N:13][CH:14]=[C:15](Br)[CH:16]=1>O.[Cu]>[Br:10][C:11]1[CH:12]=[N:13][CH:14]=[C:15]([O:9][CH2:2][C:3]2[CH:8]=[CH:7][CH:6]=[CH:5][CH:4]=2)[CH:16]=1 |^1:0|. Procedure: Under a nitrogen atmosphere, small pieces of sodium (1.48 g, 64.4 mmol) were added to benzyl alcohol (17.11 g, 158.0 mmol), and the mixture was stirred and heated at 70° C. for 18 h. To the stirring, viscous mixture was added 3,5-dibromopyridine (5.00 g, 21.1 mmol), copper powder (255 mg, 4.0 mmol), and benzyl alcohol (15 mL). The mixture was further heated at 100° C. for 48 h. The reaction mixture was allowed to cool to ambient temperature, diluted with water (50 mL), and extracted with diethyl...